Dataset: the Open Reaction Database (ORD), a public repository of structured organic reaction records. Task: describe an organic reaction: reactants, conditions, products, and yield The reactants are BrCCC1OCCO1, O=C([O-])[O-], COc1cc2c(Nc3ccc(Cl)cc3F)ncnc2cc1O, [K+], [K+], CN(C)C=O. Yields the product COc1cc2c(Nc3ccc(Cl)cc3F)ncnc2cc1OCCC1OCCO1. As a reaction SMILES: [Br:1][CH2:2][CH2:3][CH:4]1[O:5][CH2:6][CH2:7][O:8]1.[C:31](=[O:32])([O-:33])[O-:34].[Cl:9][c:10]1[cH:11][c:12]([F:30])[c:13]([NH:14][c:15]2[n:16][cH:17][n:18][c:19]3[cH:20][c:21]([OH:27])[c:22]([O:25][CH3:26])[cH:23][c:24]23)[cH:28][cH:29]1.[K+:35].[K+:36].[O:37]=[CH:38][N:39]([CH3:40])[CH3:41]>>[CH2:2]([CH2:3][CH:4]1[O:5][CH2:6][CH2:7][O:8]1)[O:27][c:21]1[cH:20][c:19]2[n:18][cH:17][n:16][c:15]([NH:14][c:13]3[c:12]([F:30])[cH:11][c:10]([Cl:9])[cH:29][cH:28]3)[c:24]2[cH:23][c:22]1[O:25][CH3:26]. Product: NC=1C=CC(=C(NC(OCC)=O)C1)F (ethyl 5-amino-2-fluorocarbanilate). RXN SMILES: [F:1][C:2]1[CH:13]=[CH:12][C:11]([N+:14]([O-])=O)=[CH:10][C:3]=1[NH:4][C:5](=[O:9])[O:6][CH2:7][CH3:8].[H][H]>[C].[Pd].C(O)C>[NH2:14][C:11]1[CH:12]=[CH:13][C:2]([F:1])=[C:3]([CH:10]=1)[NH:4][C:5](=[O:9])[O:6][CH2:7][CH3:8] |f:2.3|. The reagents and catalysts are [C].[Pd] (palladium carbon). The reactants are resultant mixture, [H][H] (hydrogen), FC1=C(NC(OCC)=O)C=C(C=C1)[N+](=O)[O-] (ethyl 2-fluoro-5-nitrocarbanilate). The solvent is C(C)O (ethanol). Procedure: 100.3 mg (10 wt %) of 5% palladium carbon (containing water) was added to a mixture of 1.00 g (4.39 mmol) of ethyl 2-fluoro-5-nitrocarbanilate and 20 ml of ethanol, and the resultant mixture was stirred until 309 ml of hydrogen was absorbed. The reaction mixture was filtered to remove the catalyst, and the solvent was then distilled off under a reduced pressure. Thus, 700 mg of the objective product (yield: 81%) was obtained in the form of light brown crystals. Isolated yield 80.5%. The reactants are [Br-], C1CCOC1, C[Si](C)(C)[N-][Si](C)(C)C, [Cl-], COc1ccc(S(=O)(=O)N2C(=O)C(c3cc(CC=O)ccc3OC)(N3CC(O)CC3C(=O)N(C)C)c3cc(Cl)ccc32)c(OC(F)(F)F)c1, [Li+], [NH4+], OCCC[P+](c1ccccc1)(c1ccccc1)c1ccccc1. Product: COc1ccc(S(=O)(=O)N2C(=O)C(c3cc(CC=CCCO)ccc3OC)(N3CC(O)CC3C(=O)N(C)C)c3cc(Cl)ccc32)c(OC(F)(F)F)c1. RXN SMILES: [Br-:1].[CH2:86]1[CH2:87][CH2:88][CH2:89][O:90]1.[CH3:25][Si:26]([N-:27][Si:28]([CH3:29])([CH3:30])[CH3:31])([CH3:32])[CH3:33].[Cl-:84].[Cl:35][c:36]1[cH:37][c:38]2[c:42]([cH:43][cH:44]1)[N:41]([S:45](=[O:46])(=[O:47])[c:48]1[c:49]([O:56][C:57]([F:58])([F:59])[F:60])[cH:50][c:51]([O:54][CH3:55])[cH:52][cH:53]1)[C:40](=[O:61])[C:39]2([c:62]1[c:63]([O:71][CH3:72])[cH:64][cH:65][c:66]([CH2:68][CH:69]=[O:70])[cH:67]1)[N:73]1[CH:74]([C:75](=[O:76])[N:77]([CH3:78])[CH3:79])[CH2:80][CH:81]([OH:83])[CH2:82]1.[Li+:34].[NH4+:85].[OH:2][CH2:3][CH2:4][CH2:5][P+:6]([c:7]1[cH:8][cH:9][cH:10][cH:11][cH:12]1)([c:13]1[cH:14][cH:15][cH:16][cH:17][cH:18]1)[c:19]1[cH:20][cH:21][cH:22][cH:23][cH:24]1>>[Cl:35][c:36]1[cH:37][c:38]2[c:42]([cH:43][cH:44]1)[N:41]([S:45](=[O:46])(=[O:47])[c:48]1[c:49]([O:56][C:57]([F:58])([F:59])[F:60])[cH:50][c:51]([O:54][CH3:55])[cH:52][cH:53]1)[C:40](=[O:61])[C:39]2([c:62]1[c:63]([O:71][CH3:72])[cH:64][cH:65][c:66]([CH2:68][CH:86]=[CH:87][CH2:88][CH2:89][OH:90])[cH:67]1)[N:73]1[CH:74]([C:75](=[O:76])[N:77]([CH3:78])[CH3:79])[CH2:80][CH:81]([OH:83])[CH2:82]1.